From a dataset of the Open Reaction Database (ORD), a public repository of structured organic reaction records. describe an organic reaction: reactants, conditions, products, and yield Reactants: [N+](=O)([O-])C1=CC=C(COC(=O)C2=C(CS[C@H]3N2C([C@H]3NC(COC3=CC=CC=C3)=O)=O)SC)C=C1 (3-methylthio-7β-phenoxyacetylamino-3-cephem-4-carboxylic acid p-nitrobenzyl ester), O1CCCC1 (tetrahydrofurane), C(C)O (ethanol). The reagents and catalysts are [Pd] (palladium-on-charcoal). Solvent: O1CCCC1.C(C)O (tetrahydrofurane ethanol). Reaction conditions: temperature 0 celsius, time 4 hour. Product: CSC=1CS[C@H]2N(C1C(=O)O)C([C@H]2NC(COC2=CC=CC=C2)=O)=O (3-methylthio-7β-phenoxyacetylamino-3-cephem-4-carboxylic acid). RXN SMILES: [N+](C1C=CC(C[O:9][C:10]([C:12]2[N:17]3[C:18](=[O:31])[C@@H:19]([NH:20][C:21](=[O:30])[CH2:22][O:23][C:24]4[CH:29]=[CH:28][CH:27]=[CH:26][CH:25]=4)[C@H:16]3[S:15][CH2:14][C:13]=2[S:32][CH3:33])=[O:11])=CC=1)([O-])=O.O1CCCC1.C(O)C>[Pd].O1CCCC1.C(O)C>[CH3:33][S:32][C:13]1[CH2:14][S:15][C@@H:16]2[C@H:19]([NH:20][C:21](=[O:30])[CH2:22][O:23][C:24]3[CH:29]=[CH:28][CH:27]=[CH:26][CH:25]=3)[C:18](=[O:31])[N:17]2[C:12]=1[C:10]([OH:11])=[O:9] |f:4.5|. Procedure details: A solution of 2.6 g (5 mmols) of 3-methylthio-7β-phenoxyacetylamino-3-cephem-4-carboxylic acid p-nitrobenzyl ester in 75 ml of a warm 5:1 mixture of tetrahydrofurane and ethanol is added to a mixture, which has been pre-hydrogenated for 30 minutes in a hydrogenation apparatus, of 2.5 g of 5% strength palladium-on-charcoal catalyst in 10 ml of tetrahydrofurane/ethanol, 1:1, and the mixture is hydrogenated for 4 hours whilst stirring. The solution is filtered, the catalyst is washed with ethyl ace...